This data is from the Open Reaction Database (ORD), a public repository of structured organic reaction records. The task is: describe an organic reaction: reactants, conditions, products, and yield The reactants are CN(C=O)C (dimethylformamide), C([O-])([O-])=O.[Na+].[Na+] (sodium carbonate), C(CC)I (propyl iodide), ClC=1C=C2C(=CNC2=CC1)C=1CCNCC1 (5-chloro-3-(1,2,3,6-tetrahydropyridin-4-yl)-1H-indole). The solvent is O (water). Product: Cl.ClC=1C=C2C(=CNC2=CC1)C=1CCN(CC1)CCC (5-chloro-3-(1-propyl-1,2,3,6-tetrahydropyridin-4-yl)-1H-indole hydrochloride). The yield is 112.0%. As a reaction SMILES: [Cl:1][C:2]1[CH:3]=[C:4]2[C:8](=[CH:9][CH:10]=1)[NH:7][CH:6]=[C:5]2[C:11]1[CH2:12][CH2:13][NH:14][CH2:15][CH:16]=1.CN(C)C=O.C(=O)([O-])[O-].[Na+].[Na+].[CH2:28](I)[CH2:29][CH3:30]>O>[ClH:1].[Cl:1][C:2]1[CH:3]=[C:4]2[C:8](=[CH:9][CH:10]=1)[NH:7][CH:6]=[C:5]2[C:11]1[CH2:12][CH2:13][N:14]([CH2:28][CH2:29][CH3:30])[CH2:15][CH:16]=1 |f:2.3.4,7.8|. Reported procedure: A mixture of 9.28 g of 5-chloro-3-(1,2,3,6-tetrahydropyridin-4-yl)-1H-indole (prepared by the process of Belgium Pat. No. 858,101), 140 ml of dimethylformamide, 8.48 g of sodium carbonate and 4.67 g of propyl iodide was stirred for 5 hours at room temperature under an inert atmosphere and was then poured with stirring into 1.4 liters of water after which crystallization occured. The mixture was filtered and the recovered product was rinsed with water and dried under reduced pressure in the prese... Starting materials: COc1ccc(CN2CCN(C(=S)S)CC2)c(OC)c1OC, CI, CO, [Na+], [OH-]. The product is COc1ccc(CN2CCN(C(=S)SC)CC2)c(OC)c1OC. Reaction SMILES: [CH3:1][O:2][c:3]1[c:4]([CH2:5][N:6]2[CH2:7][CH2:8][N:9]([C:12](=[S:13])[SH:14])[CH2:10][CH2:11]2)[cH:15][cH:16][c:17]([O:21][CH3:22])[c:18]1[O:19][CH3:20].[CH3:25][I:26].[CH3:27][OH:28].[Na+:24].[OH-:23]>>[CH3:1][O:2][c:3]1[c:4]([CH2:5][N:6]2[CH2:7][CH2:8][N:9]([C:12](=[S:13])[S:14][CH3:25])[CH2:10][CH2:11]2)[cH:15][cH:16][c:17]([O:21][CH3:22])[c:18]1[O:19][CH3:20].